This data is from the Open Reaction Database (ORD), a public repository of structured organic reaction records. The task is: describe an organic reaction: reactants, conditions, products, and yield Reactants: CC1=C(C(=O)OCC)C=C(C=N1)[N+](=O)[O-] (ethyl 2-methyl-5-nitronicotinate), NCCO (2-aminoethanol). Solvent: C(C)O (ethanol). Conditions: time 16 hour. Product: OCCNC(C1=C(N=CC(=C1)[N+](=O)[O-])C)=O (N-(2-hydroxyethyl) 2-methyl-5-nitronicotinamide). RXN SMILES: [CH3:1][C:2]1[N:12]=[CH:11][C:10]([N+:13]([O-:15])=[O:14])=[CH:9][C:3]=1[C:4]([O:6]CC)=O.[NH2:16][CH2:17][CH2:18][OH:19]>C(O)C>[OH:19][CH2:18][CH2:17][NH:16][C:4](=[O:6])[C:3]1[CH:9]=[C:10]([N+:13]([O-:15])=[O:14])[CH:11]=[N:12][C:2]=1[CH3:1]. Reported procedure: A mixture of ethyl 2-methyl-5-nitronicotinate (1 g.) and 2-aminoethanol (4 ml.) in ethanol (5ml.) was stirred at room temperature for 16 hours. The solvent was distilled off, the residue was purified by silica gel chromatography and recrystallized from ethyl acetate n-hexane to give the desired yellow crystals. mp 144° - 145° C. Reactants: [BH4-], O=C(O)CCc1cccc(Br)c1, CCOCC, C1CCOC1, FB(F)F, [Na+], [Na+], [OH-]. Product: OCCCc1cccc(Br)c1. Reaction SMILES: [BH4-:13].[Br:1][c:2]1[cH:3][c:4]([CH2:8][CH2:9][C:10](=[O:11])[OH:12])[cH:5][cH:6][cH:7]1.[CH2:15]([O:16][CH2:17][CH3:18])[CH3:19].[CH2:26]1[O:27][CH2:28][CH2:29][CH2:30]1.[F:20][B:21]([F:22])[F:23].[Na+:14].[Na+:25].[OH-:24]>>[Br:1][c:2]1[cH:3][c:4]([CH2:8][CH2:9][CH2:10][OH:11])[cH:5][cH:6][cH:7]1. Starting materials: [Br-], CC(=O)OCCCc1cc2c(=O)[nH]cnc2s1, O=C([O-])[O-], CCOC(C)=O, CCCC[N+](CCCC)(CCCC)CCCC, Fc1ccc(C2(Cn3cncn3)CO2)c(F)c1, [K+], [K+], O. The product is CC(=O)OCCCc1cc2c(=O)n(CC(O)(Cn3cncn3)c3ccc(F)cc3F)cnc2s1. As a reaction SMILES: [Br-:47].[C:1]([CH3:2])(=[O:3])[O:4][CH2:5][CH2:6][CH2:7][c:8]1[cH:9][c:10]2[c:11]([n:12][cH:13][nH:14][c:15]2=[O:16])[s:17]1.[C:41](=[O:42])([O-:43])[O-:44].[CH3:35][CH2:36][O:37][C:38](=[O:39])[CH3:40].[CH3:48][CH2:49][CH2:50][CH2:51][N+:52]([CH2:53][CH2:54][CH2:55][CH3:56])([CH2:57][CH2:58][CH2:59][CH3:60])[CH2:61][CH2:62][CH2:63][CH3:64].[F:18][c:19]1[c:20]([C:26]2([CH2:29][n:30]3[n:31][cH:32][n:33][cH:34]3)[O:27][CH2:28]2)[cH:21][cH:22][c:23]([F:25])[cH:24]1.[K+:45].[K+:46].[OH2:65]>>[C:1]([CH3:2])(=[O:3])[O:4][CH2:5][CH2:6][CH2:7][c:8]1[cH:9][c:10]2[c:11]([n:12][cH:13][n:14]([CH2:28][C:26]([c:20]3[c:19]([F:18])[cH:24][c:23]([F:25])[cH:22][cH:21]3)([OH:27])[CH2:29][n:30]3[n:31][cH:32][n:33][cH:34]3)[c:15]2=[O:16])[s:17]1. The reactants are CC(C)(C)OC(=O)NCCBr, O=C([O-])[O-], Oc1ccc(F)cc1, [K+], [K+], CN(C)C=O. Product: CC(C)(C)OC(=O)NCCOc1ccc(F)cc1. RXN SMILES: [Br:1][CH2:2][CH2:3][NH:4][C:5]([O:6][C:7]([CH3:8])([CH3:9])[CH3:10])=[O:11].[C:20](=[O:21])([O-:22])[O-:23].[F:12][c:13]1[cH:14][cH:15][c:16]([OH:19])[cH:17][cH:18]1.[K+:24].[K+:25].[O:26]=[CH:27][N:28]([CH3:29])[CH3:30]>>[CH2:2]([CH2:3][NH:4][C:5]([O:6][C:7]([CH3:8])([CH3:9])[CH3:10])=[O:11])[O:19][c:16]1[cH:15][cH:14][c:13]([F:12])[cH:18][cH:17]1. Starting materials: CCO, NN, [Na+], [OH-], O, O=C1c2ccccc2C(=O)N1Cc1cn2ccccc2n1. The product is NCc1cn2ccccc2n1. RXN SMILES: [CH3:27][CH2:28][OH:29].[NH2:25][NH2:26].[Na+:23].[OH-:22].[OH2:24].[n:1]1[c:2]([CH2:10][N:11]2[C:12](=[O:13])[c:14]3[c:15]([cH:16][cH:17][cH:18][cH:19]3)[C:20]2=[O:21])[cH:3][n:4]2[c:5]1[cH:6][cH:7][cH:8][cH:9]2>>[n:1]1[c:2]([CH2:10][NH2:11])[cH:3][n:4]2[c:5]1[cH:6][cH:7][cH:8][cH:9]2. The reactants are ClC=1C=C(C2=CC=C(C=C2C2=NC3=CC=C(C=C3C=C2)C2=NC3=C(N2C2CCCCC2)C=CC(=C3)C(=O)O)OC)C=CC1F (2-[2-(3′-chloro-4′-fluoro-4-methoxy-biphen-2-yl)-quinolin-6-yl]-1-cyclohexyl-1H-benzoimidazole-5-carboxylic acid), COC(=O)C1=CC2=C(N(C(=N2)C=2C=C3C=CC(=NC3=CC2)C2=C(C=CC(=C2)OC)Br)C2CCCCC2)C=C1 (2-[2-(2-Bromo-5-methoxy-phenyl)-quinolin-6-yl]-1-cyclohexyl-1H-benzoimidazole-5-carboxylic acid Methyl Ester), ClC=1C=C(C=C(C1)Cl)B(O)O (3,5-dichlorophenylboronic acid). The product is C1(CCCCC1)N1C(=NC2=C1C=CC(=C2)C(=O)O)C=2C=C1C=CC(=NC1=CC2)C2=CC(=CC=C2C2=CC(=CC(=C2)Cl)Cl)OC (1-Cyclohexyl-2-[2-(3′,5′-dichloro-4-methoxy-biphen-2-yl)-quinolin-6-yl]-1H-benzoimidazole-5-carboxylic acid). Yield: 15.0%. RXN SMILES: [Cl:1][C:2]1[CH:3]=[C:4]([CH:41]=[CH:42][C:43]=1F)[C:5]1[C:10]([C:11]2[CH:20]=[CH:19][C:18]3[C:13](=[CH:14][CH:15]=[C:16]([C:21]4[N:25]([CH:26]5[CH2:31][CH2:30][CH2:29][CH2:28][CH2:27]5)[C:24]5[CH:32]=[CH:33][C:34]([C:36]([OH:38])=[O:37])=[CH:35][C:23]=5[N:22]=4)[CH:17]=3)[N:12]=2)=[CH:9][C:8]([O:39][CH3:40])=[CH:7][CH:6]=1.COC(C1C=CC2N(C3CCCCC3)C(C3C=C4C(=CC=3)N=C(C3C=C(OC)C=CC=3Br)C=C4)=NC=2C=1)=O.[Cl:83]C1C=C(B(O)O)C=C(Cl)C=1>>[CH:26]1([N:25]2[C:24]3[CH:32]=[CH:33][C:34]([C:36]([OH:38])=[O:37])=[CH:35][C:23]=3[N:22]=[C:21]2[C:16]2[CH:17]=[C:18]3[C:13](=[CH:14][CH:15]=2)[N:12]=[C:11]([C:10]2[C:5]([C:4]4[CH:41]=[C:42]([Cl:83])[CH:43]=[C:2]([Cl:1])[CH:3]=4)=[CH:6][CH:7]=[C:8]([O:39][CH3:40])[CH:9]=2)[CH:20]=[CH:19]3)[CH2:31][CH2:30][CH2:29][CH2:28][CH2:27]1. Procedure: Following the full procedure and workup for Compound 366, Compound 365b (100 mg, 0.175 mmol) was reacted with 3,5-dichlorophenylboronic acid (50 mg, 0.2625 mmol) to produce the title compound (17 mg, 15% yield). Reactants: CN1[C@@H]2CC[C@H]3[C@@H]4CC[C@@H]([C@@]4(C)CC[C@@H]3[C@]2(CCC1=O)C)OCC(=O)O (4-Methyl-5α-4-azaandrostan-3-on-17β-yloxyacetic acid), C(=O)N (formamide). Yields the product CN1[C@@H]2CC[C@H]3[C@@H]4CC[C@@H]([C@@]4(C)CC[C@@H]3[C@]2(CCC1=O)C)OCC(=O)N (4-methyl-5α-4-azaandrostan-3-on-17β-yloxyacetamide). As a reaction SMILES: [CH3:1][N:2]1[C:19](=[O:20])[CH2:18][CH2:17][C@@:16]2([CH3:21])[C@H:3]1[CH2:4][CH2:5][C@@H:6]1[C@@H:15]2[CH2:14][CH2:13][C@@:11]2([CH3:12])[C@H:7]1[CH2:8][CH2:9][C@@H:10]2[O:22][CH2:23][C:24](O)=[O:25].C([NH2:29])=O>>[CH3:1][N:2]1[C:19](=[O:20])[CH2:18][CH2:17][C@@:16]2([CH3:21])[C@H:3]1[CH2:4][CH2:5][C@@H:6]1[C@@H:15]2[CH2:14][CH2:13][C@@:11]2([CH3:12])[C@H:7]1[CH2:8][CH2:9][C@@H:10]2[O:22][CH2:23][C:24]([NH2:29])=[O:25]. Procedure details: 4-Methyl-5α-4-azaandrostan-3-on-17β-yloxyacetic acid (40 mg) and formamide (0.8 ml) were heated at 178°-180° C. under N2 for 18 hours. The mixture was cooled to room temperature and poured onto ice-water. The crude product was extracted with CH2Cl2 and dried (Na2SO4). Removal of solvent gave the crude product which was recrystallized from CH2Cl2 -hexane with trace MeOH to give title product, m.p. 222°-225° C. The reactants are BrC=1C=C(C=C(C1)OC)N (3-bromo-5-methoxybenzeneamine), ClCC(=O)Cl (chloroacetyl chloride). Product: BrC=1C=C(C=C(C1)OC)NC(CCl)=O (N-(3-Bromo-5-methoxyphenyl)-2-chloroacetamide). RXN SMILES: [Br:1][C:2]1[CH:3]=[C:4]([NH2:10])[CH:5]=[C:6]([O:8][CH3:9])[CH:7]=1.[Cl:11][CH2:12][C:13](Cl)=[O:14]>>[Br:1][C:2]1[CH:3]=[C:4]([NH:10][C:13](=[O:14])[CH2:12][Cl:11])[CH:5]=[C:6]([O:8][CH3:9])[CH:7]=1. Reported procedure: In a manner similar to Preparation 3, react 3-bromo-5-methoxybenzeneamine with chloroacetyl chloride to obtain the title compound.